Dataset: the Open Reaction Database (ORD), a public repository of structured organic reaction records. Task: describe an organic reaction: reactants, conditions, products, and yield The reactants are C(#N)[C@H]1N(CCC1)C(CNC(OC(C)(C)C)=O)=O ((S)-tert-butyl 2-(2-cyanopyrrolidine-1-yl)-2-oxoethylcarbamate), C(C)#N (acetonitrile), FC(C(=O)O)(F)F (Trifluoroacetic acid). Run at temperature 0 celsius, time 8 hour. Product: FC(C(=O)O)(F)F.NCC(=O)N1[C@@H](CCC1)C#N ((S)-1-(2-aminoacetyl)pyrrolidine-2-carbonitrile 2,2,2-trifluoroacetate). RXN SMILES: [C:1]([C@@H:3]1[CH2:7][CH2:6][CH2:5][N:4]1[C:8](=[O:18])[CH2:9][NH:10]C(=O)OC(C)(C)C)#[N:2].C(#N)C.[F:22][C:23]([F:28])([F:27])[C:24]([OH:26])=[O:25]>>[F:22][C:23]([F:28])([F:27])[C:24]([OH:26])=[O:25].[NH2:10][CH2:9][C:8]([N:4]1[CH2:5][CH2:6][CH2:7][C@H:3]1[C:1]#[N:2])=[O:18] |f:3.4|. Reported procedure: The nitrile obtained from step 4 (1.21 g, 4.78 mmol) was dissolved in acetonitrile (9.95 mL, 191.3 mmol) and cooled to 0° C. Trifluoroacetic acid (7.1 mL, 96.63 mmol) was added dropwise. The solution was stirred overnight, concentrated and washed with ether (2×15 mL) to yield the crude product as an orange oily substance Yield: 2.00 g, 99%. Starting materials: NC1=C(C=C(C=C1)C(C(=O)OCC)CC(C)C)OCC(F)(F)F (ethyl 2-(4-amino-3-(2,2,2-trifluoroethoxy)phenyl)-4-methylpentanoate), C1CC(=O)N(C1=O)Br (NBS). Run in O (water), C(Cl)(Cl)Cl (CHCl3). Reaction conditions: time 3 hour. Yields the product NC1=C(C=C(C=C1OCC(F)(F)F)C(C(=O)OCC)CC(C)C)Br (ethyl 2-(4-amino-3-bromo-5-(2,2,2-trifluoroethoxy)phenyl)-4-methylpentanoate). Yield: 94.3%. As a reaction SMILES: [NH2:1][C:2]1[CH:7]=[CH:6][C:5]([CH:8]([CH2:14][CH:15]([CH3:17])[CH3:16])[C:9]([O:11][CH2:12][CH3:13])=[O:10])=[CH:4][C:3]=1[O:18][CH2:19][C:20]([F:23])([F:22])[F:21].C1C(=O)N([Br:31])C(=O)C1>C(Cl)(Cl)Cl.O>[NH2:1][C:2]1[C:3]([O:18][CH2:19][C:20]([F:21])([F:22])[F:23])=[CH:4][C:5]([CH:8]([CH2:14][CH:15]([CH3:16])[CH3:17])[C:9]([O:11][CH2:12][CH3:13])=[O:10])=[CH:6][C:7]=1[Br:31]. Procedure: To a stirred solution of ethyl 2-(4-amino-3-(2,2,2-trifluoroethoxy)phenyl)-4-methylpentanoate (0.750 g, 2.2 mmol) in dry CHCl3 (100 mL), NBS (0.320 g, 1.8 mmol) was added at 0° C. The reaction mixture was allowed to stir for 3 h at room temperature. The reaction mixture was diluted with water, extracted with DCM (2×50 mL), the combined organic solvents was dried over Na2SO4, filtered and concentrated under reduced pressure. The crude reaction mixture was purified by column chromatography to give... Starting materials: C1(CC1)CO\N=C(/C(=O)OCC)\C=1N=C(SC1)NC(C1=CC=CC=C1)(C1=CC=CC=C1)C1=CC=CC=C1 (Ethyl (Z)-2-cyclopropylmethoxyimino-2-(2-tritylaminothiazol-4-yl)acetate), O (water). Run in C(=O)O (formic acid). The product is C(C)OC(\C(=N/OCC1CC1)\C=1N=C(SC1)N)=O (Ethyl-2-(2-aminothiazol-4-yl)-(Z)-2-cyclopropylmethoxyiminoacetate). Yield: 93.0%. Reaction SMILES: [CH:1]1([CH2:4][O:5]/[N:6]=[C:7](/[C:13]2[N:14]=[C:15]([NH:18]C(C3C=CC=CC=3)(C3C=CC=CC=3)C3C=CC=CC=3)[S:16][CH:17]=2)\[C:8]([O:10][CH2:11][CH3:12])=[O:9])[CH2:3][CH2:2]1.O>C(O)=O>[CH2:11]([O:10][C:8](=[O:9])/[C:7](/[C:13]1[N:14]=[C:15]([NH2:18])[S:16][CH:17]=1)=[N:6]\[O:5][CH2:4][CH:1]1[CH2:2][CH2:3]1)[CH3:12]. Reported procedure: Ethyl (Z)-2-cyclopropylmethoxyimino-2-(2-tritylaminothiazol-4-yl)acetate (2.39 g) was dissolved in 98% formic acid (18.7 ml), water (5.6 ml) was added, and the mixture vigorously stirred. After 6 h the solvents were evaporated, toluene added to the residue and the process repeated. This was done twice more. The residual solid was chromatographed on silica to give the title compound as a white solid (1.17 g), νmax (Nujol) 3440, 3250, 3120, 1720, and 1620 cm-1 ; δH (CDCl3) inter alia 1.35 (3H, t, ... Reactants: C([O-])([O-])=O.[Cs+].[Cs+] (Cesium carbonate), C(C1=CC=CC=C1)OC1=C(C=C(C(=C1)OCC1=CC=CC=C1)Cl)C(CBr)=O (1-(2,4-Bis-benzyloxy-5-chloro-phenyl)-2-bromo-ethanone), C(C)(C)(C)OC(=O)N1CCNCC1 (piperazine-1-carboxylic acid tert-butyl ester). Solvent: CN(C=O)C (dimethylformamide). Conditions: time 2 hour. Product: C(C)(C)(C)OC(=O)N1CCN(CC1)CC(=O)C1=C(C=C(C(=C1)Cl)OCC1=CC=CC=C1)OCC1=CC=CC=C1 (4-[2-(2,4-Bis-benzyloxy-5-chloro-phenyl)-2-oxo-ethyl]-piperazine-1-carboxylic acid tert-butyl ester). Yield: 80.7%. RXN SMILES: C(=O)([O-])[O-].[Cs+].[Cs+].[CH2:7]([O:14][C:15]1[CH:20]=[C:19]([O:21][CH2:22][C:23]2[CH:28]=[CH:27][CH:26]=[CH:25][CH:24]=2)[C:18]([Cl:29])=[CH:17][C:16]=1[C:30](=[O:33])[CH2:31]Br)[C:8]1[CH:13]=[CH:12][CH:11]=[CH:10][CH:9]=1.[C:34]([O:38][C:39]([N:41]1[CH2:46][CH2:45][NH:44][CH2:43][CH2:42]1)=[O:40])([CH3:37])([CH3:36])[CH3:35]>CN(C)C=O>[C:34]([O:38][C:39]([N:41]1[CH2:46][CH2:45][N:44]([CH2:31][C:30]([C:16]2[CH:17]=[C:18]([Cl:29])[C:19]([O:21][CH2:22][C:23]3[CH:28]=[CH:27][CH:26]=[CH:25][CH:24]=3)=[CH:20][C:15]=2[O:14][CH2:7][C:8]2[CH:13]=[CH:12][CH:11]=[CH:10][CH:9]=2)=[O:33])[CH2:43][CH2:42]1)=[O:40])([CH3:37])([CH3:35])[CH3:36] |f:0.1.2|. Procedure: Cesium carbonate (2.95 g, 9 mmol) was added in three portions to a stirred solution of 1-(2,4-Bis-benzyloxy-5-chloro-phenyl)-2-bromo-ethanone (4.4 g, 9 mmol) and piperazine-1-carboxylic acid tert-butyl ester (1.74 g, 9 mmol) in dimethylformamide (20 ml). The suspension was stirred for 2 h then partitioned between water (200 ml) and ethyl acetate (3×50 ml). The combined organic extracts were washed with water (100 ml), dried over magnesium sulphate and concentrated to give 4-[2-(2,4-Bis-benzyloxy... Reactants: CC(=O)Nc1ccc(C(=O)Cl)cc1, CCOC(C)=O, CC#N, c1ccncc1, Nc1ccc(-c2nccs2)cc1N. RXN SMILES: [C:14]([CH3:15])(=[O:16])[NH:17][c:18]1[cH:19][cH:20][c:21]([C:22](=[O:23])[Cl:24])[cH:25][cH:26]1.[CH3:27][CH2:28][O:29][C:30]([CH3:31])=[O:32].[CH3:33][C:34]#[N:35].[cH:36]1[cH:37][cH:38][n:39][cH:40][cH:41]1.[s:1]1[c:2](-[c:6]2[cH:7][c:8]([NH2:13])[c:9]([NH2:12])[cH:10][cH:11]2)[n:3][cH:4][cH:5]1>>[s:1]1[c:2](-[c:6]2[cH:7][c:8]([NH:13][C:22]([c:21]3[cH:20][cH:19][c:18]([NH:17][C:14]([CH3:15])=[O:16])[cH:26][cH:25]3)=[O:23])[c:9]([NH2:12])[cH:10][cH:11]2)[n:3][cH:4][cH:5]1. Product: CC(=O)Nc1ccc(C(=O)Nc2cc(-c3nccs3)ccc2N)cc1.